From a dataset of the Open Reaction Database (ORD), a public repository of structured organic reaction records. describe an organic reaction: reactants, conditions, products, and yield Starting materials: BrC=1C=C2C(=C(C(=NC2=CC1)C)S(=O)(=O)C)C1=CC=C(C=C1)Cl (6-Bromo-4-(4-chloro-phenyl)-3-methanesulfonyl-2-methyl-quinoline), compound, C([O-])([O-])=O.[Cs+].[Cs+] (cesium carbonate), N1CCOCC1 (morpholine). The reagents and catalysts are C1(CCCCC1)P(C1=C(C=CC=C1)C1=C(C=C(C=C1C(C)C)C(C)C)C(C)C)C1CCCCC1 (2-dicyclohexylphosphino-2′,4′,6′-triisopropylbiphenyl). The solvent is C(C)(C)(C)O (tert.-butanol), CCCCCCC (heptane). Run at temperature 110 celsius. The product is ClC1=CC=C(C=C1)C1=C(C(=NC2=CC=C(C=C12)N1CCOCC1)C)S(=O)(=O)C (4-(4-Chloro-phenyl)-3-methanesulfonyl-2-methyl-6-morpholin-4-yl-quinoline). Isolated yield 43.1%. Reaction SMILES: C(=O)([O-])[O-].[Cs+].[Cs+].Br[C:8]1[CH:9]=[C:10]2[C:15](=[CH:16][CH:17]=1)[N:14]=[C:13]([CH3:18])[C:12]([S:19]([CH3:22])(=[O:21])=[O:20])=[C:11]2[C:23]1[CH:28]=[CH:27][C:26]([Cl:29])=[CH:25][CH:24]=1.[NH:30]1[CH2:35][CH2:34][O:33][CH2:32][CH2:31]1>C(O)(C)(C)C.CCCCCCC.C1(P(C2CCCCC2)C2C=CC=CC=2C2C(C(C)C)=CC(C(C)C)=CC=2C(C)C)CCCCC1>[Cl:29][C:26]1[CH:27]=[CH:28][C:23]([C:11]2[C:10]3[C:15](=[CH:16][CH:17]=[C:8]([N:30]4[CH2:35][CH2:34][O:33][CH2:32][CH2:31]4)[CH:9]=3)[N:14]=[C:13]([CH3:18])[C:12]=2[S:19]([CH3:22])(=[O:21])=[O:20])=[CH:24][CH:25]=1 |f:0.1.2|. Procedure: A tube placed under argon was charged with tris(dibenzylideneacetone)dipalladium chloroform complex (40 mg, 0.039 mmol), 2-dicyclohexylphosphino-2′,4′,6′-triisopropylbiphenyl (37 mg, 0.078 mmol) and cesium carbonate (952 mg, 2.92 mmol). 6-Bromo-4-(4-chloro-phenyl)-3-methanesulfonyl-2-methyl-quinoline (compound of example 16) (800 mg, 1.95 mmol) in tert.-butanol (20 ml) was added, followed by morpholine (0.204 g, 2.33 mmol). The tube was sealed and heated at 110° C. for 2 h. The reaction mixture ... Reactants: C(C1=CC=CC=C1)(=O)C(C(=O)O)C (Benzoylpropionic acid), O (water), Cl.ON (hydroxyamine hydrochloride), C(C)(=O)[O-].[Na+] (sodium acetate). The solvent is CO (methanol). Reaction conditions: temperature 24.5 celsius, time 4.5 hour. The product is ON=C(CCC(=O)O)C1=CC=CC=C1 (4-(hydroxyimino)-4-phenylbutanoic acid). The yield is 87.1%. As a reaction SMILES: [C:1]([CH:9]([CH3:13])C(O)=O)(=O)[C:2]1[CH:7]=[CH:6][CH:5]=[CH:4][CH:3]=1.Cl.[OH:15][NH2:16].[C:17]([O-:20])(=[O:19])C.[Na+].O>CO>[OH:15][N:16]=[C:1]([C:2]1[CH:3]=[CH:4][CH:5]=[CH:6][CH:7]=1)[CH2:9][CH2:13][C:17]([OH:20])=[O:19] |f:1.2,3.4|. Reported procedure: Benzoylpropionic acid (100 g) was suspended in methanol (300 ml) at room temperature, and hydroxyamine hydrochloride (46.8 g) and sodium acetate (138 g) were added. After stirring the mixture for 4.5 hr at room temperature at 22-27° C., pure water (500 ml) was added under cooling at 24-26° C. Seed crystal was added at 25° C., and the mixture was stirred at room temperature for about 1 hr, then cooled to 10° C. over about 30 min, and stirred at 5-10° C. for about 2 hr. The precipitated solid was ... Reactants: C(C)(C)C1=CC2=C(N=C(S2)N)C=C1 (6-isopropyl-benzothiazol-2-ylamine), NC=1C=C(C(=O)NCC(N(C)C)=O)C=CC1NC (3-amino-N-dimethylcarbamoylmethyl-4-methylamino-benzamide), C(CCl)Cl (EDC). The solvent is CN(C)C=O (DMF). Product: CN(C(=O)CNC(=O)C1=CC2=C(N(C(=N2)NC=2SC3=C(N2)C=CC(=C3)C(C)C)C)C=C1)C (2-(6-Isopropyl-benzothiazol-2-ylamino)-1-methyl-1H-benzoimidazole-5-carboxylic acid dimethylcarbamoylmethyl-amide). The yield is 3.4%. RXN SMILES: [CH:1]([C:4]1[CH:13]=[CH:12][C:7]2[N:8]=[C:9]([NH2:11])[S:10][C:6]=2[CH:5]=1)([CH3:3])[CH3:2].[NH2:14][C:15]1[CH:16]=[C:17]([CH:27]=[CH:28][C:29]=1[NH:30][CH3:31])[C:18]([NH:20][CH2:21][C:22](=[O:26])[N:23]([CH3:25])[CH3:24])=[O:19].[CH2:32](Cl)CCl>CN(C=O)C>[CH3:24][N:23]([CH3:25])[C:22]([CH2:21][NH:20][C:18]([C:17]1[CH:27]=[CH:28][C:29]2[N:30]([CH3:32])[C:31]([NH:11][C:9]3[S:10][C:6]4[CH:5]=[C:4]([CH:1]([CH3:3])[CH3:2])[CH:13]=[CH:12][C:7]=4[N:8]=3)=[N:14][C:15]=2[CH:16]=1)=[O:19])=[O:26]. Procedure: 2-(6-Isopropyl-benzothiazol-2-ylamino)-1-methyl-1H-benzoimidazole-5-carboxylic acid dimethylcarbamoylmethyl-amide (12 mg) was prepared by following General Procedure D starting from 6-isopropyl-benzothiazol-2-ylamine (150 mg), 3-amino-N-dimethylcarbamoylmethyl-4-methylamino-benzamide (200 mg), thioCDI (200 mg) and EDC (200 mg) in DMF (3 mL). LC/MS: m/z 450.6. Starting materials: COC1(CC(C1)(C(=O)OC(C)C)C(=O)OC(C)C)OC (dipropan-2-yl 3,3-dimethoxycyclobutane-1,1-dicarboxylate), C([O-])(O)=O.[Na+] (sodium bicarbonate). Run in Cl (hydrochloric acid). The product is O=C1CC(C1)(C(=O)OC(C)C)C(=O)OC(C)C (dipropan-2-yl 3-oxocyclobutane-1,1-dicarboxylate). Yield: 72.4%. Reaction SMILES: C[O:2][C:3]1(OC)[CH2:6][C:5]([C:13]([O:15][CH:16]([CH3:18])[CH3:17])=[O:14])([C:7]([O:9][CH:10]([CH3:12])[CH3:11])=[O:8])[CH2:4]1.C(=O)(O)[O-].[Na+]>Cl>[O:2]=[C:3]1[CH2:6][C:5]([C:7]([O:9][CH:10]([CH3:12])[CH3:11])=[O:8])([C:13]([O:15][CH:16]([CH3:17])[CH3:18])=[O:14])[CH2:4]1 |f:1.2|. Procedure: A solution of dipropan-2-yl 3,3-dimethoxycyclobutane-1,1-dicarboxylate (10.0 g, 34.6 mmol) in hydrochloric acid (3 N, 55 mL) was heated at 50° C. for 4 hours. The resulting mixture was neutralized with a saturated aqueous solution of sodium bicarbonate and extracted with ethyl acetate (100 mL). The combined organic layers were dried over sodium sulfate and concentrated in vacuo to afford 6.073 g of dipropan-2-yl 3-oxocyclobutane-1,1-dicarboxylate as a light brown oil (yield was 72.3%). Reactants: BrCC(=O)C1=CC(=C(C(=C1)C(C)(C)C)O)C (2-bromo-1-(5-tert.butyl-3-methyl-4-hydroxyphenyl)-ethanone), CN(C(NN)=S)C (4,4-dimethylthiosemicarbazide). Run in C(C)O (ethanol). The product is Br.C(C)(C)(C)C=1C(=C(C=C(C1)C1=NN=C(SC1)N(C)C)C)O (5-(5-tert.butyl-3-methyl-4-hydroxyphenyl)-2-dimethylamino-6H-1,3,4-thiadiazine hydrobromide). RXN SMILES: [Br:1][CH2:2][C:3]([C:5]1[CH:10]=[C:9]([C:11]([CH3:14])([CH3:13])[CH3:12])[C:8]([OH:15])=[C:7]([CH3:16])[CH:6]=1)=O.[CH3:17][N:18]([CH3:23])[C:19](=[S:22])[NH:20][NH2:21]>C(O)C>[BrH:1].[C:11]([C:9]1[C:8]([OH:15])=[C:7]([CH3:16])[CH:6]=[C:5]([C:3]2[CH2:2][S:22][C:19]([N:18]([CH3:23])[CH3:17])=[N:20][N:21]=2)[CH:10]=1)([CH3:14])([CH3:13])[CH3:12] |f:3.4|. Procedure details: A solution of 11.7 g (0.041 mol) of 2-bromo-1-(5-tert.butyl)-3-methyl-4-hydroxyphenyl)-ethanone from step (a) and 4.4 g (0.037 mol) of 4,4-dimethylthiosemicarbazide in 130 ml of ethanol was refluxed briefly. After cooling, the reaction mixture was worked up corresponding to Example 1(b). Reaction SMILES: [OH-].[Na+].[CH2:3]([N:5]1[C:13]2[C:8](=[CH:9][C:10]([OH:14])=[CH:11][CH:12]=2)[CH2:7][C:6]1=[O:15])[CH3:4].[Na].[C:17]1([C:26]2[C:21](=[CH:22][CH:23]=[CH:24][CH:25]=2)[CH2:20][O:19]1)=[O:18]>CO>[CH2:3]([N:5]1[C:13]2[C:8](=[CH:9][C:10]([O:14][CH2:20][C:21]3[CH:22]=[CH:23][CH:24]=[CH:25][C:26]=3[C:17]([OH:19])=[O:18])=[CH:11][CH:12]=2)[CH2:7][C:6]1=[O:15])[CH3:4] |f:0.1,^1:15|. Procedure: To a solution of 2.24 g. (54.3 mmoles) of sodium hydroxide in 450 ml. of methanol was added 9.63 g. (54.3 mmoles) of 1-ethyl-5-hydroxyoxindole and the resulting solution concentrated in vacuo to dryness at 65° C. The residual sodium salt was mixed with 10.7 g. (79.8 mmoles) of phthalide and the mixture heated one hour at 185° C. An additional 4.0 g. (29.9 mmoles) of phthalide was added and the heating continued at 220° C. for 20 minutes. The reaction was cooled, the solids washed with diethyl et... Reactants: [OH-].[Na+] (sodium hydroxide), C1(=O)OCC2=CC=CC=C12 (phthalide), C1(=O)OCC2=CC=CC=C12 (phthalide), C(C)N1C(CC2=CC(=CC=C12)O)=O (1-ethyl-5-hydroxyoxindole), [Na] (sodium). The solvent is CO (methanol). The product is C(C)N1C(CC2=CC(=CC=C12)OCC1=C(C=CC=C1)C(=O)O)=O (1-ethyl-5-(2-carboxybenzyloxy)oxindole). Run at time 20 minute. Isolated yield 24.0%. Reactants: C(=O)(O)[O-].[Na+] (NaHCO3), NC=1C(=CC(=C(C1)C=1C(N(C2=CC(=NC=C2C1)NC)CC)=O)F)F (3-(5-amino-2,4-difluorophenyl)-1-ethyl-7-(methylamino)-1,6-naphthyridin-2(1H)-one), ClC(=O)OC(=C)C (isopropenyl chloroformate). The solvent is CCOC(=O)C (EtOAc). Reaction conditions: time 8 hour. Yields the product C(C)N1C(C(=CC2=CN=C(C=C12)NC)C=1C(=CC(=C(C1)NC(OC(=C)C)=O)F)F)=O (prop-1-en-2-yl (5-(1-ethyl-7-(methylamino)-2-oxo-1,2-dihydro-1,6-naphthyridin-3-yl)-2,4-difluorophenyl)carbamate). Isolated yield 87.9%. RXN SMILES: [NH2:1][C:2]1[C:3]([F:24])=[CH:4][C:5]([F:23])=[C:6]([C:8]2[C:9](=[O:22])[N:10]([CH2:20][CH3:21])[C:11]3[C:16]([CH:17]=2)=[CH:15][N:14]=[C:13]([NH:18][CH3:19])[CH:12]=3)[CH:7]=1.C([O-])(O)=O.[Na+].Cl[C:31]([O:33][C:34]([CH3:36])=[CH2:35])=[O:32]>CCOC(C)=O>[CH2:20]([N:10]1[C:11]2[C:16](=[CH:15][N:14]=[C:13]([NH:18][CH3:19])[CH:12]=2)[CH:17]=[C:8]([C:6]2[C:5]([F:23])=[CH:4][C:3]([F:24])=[C:2]([NH:1][C:31](=[O:32])[O:33][C:34]([CH3:36])=[CH2:35])[CH:7]=2)[C:9]1=[O:22])[CH3:21] |f:1.2|. Procedure: A suspension of Example A8 (0.078 g, 0.236 mmol) in EtOAc (1.5 mL) was treated with satd. NaHCO3 (1.5 mL) followed by isopropenyl chloroformate (0.036 mL, 0.331 mmol) and the bi-phasic mixture stirred vigorously at RT overnight. The layers were separated, the organic layer washed with brine, dried over MgSO4 and concentrated to dryness to afford prop-1-en-2-yl (5-(1-ethyl-7-(methylamino)-2-oxo-1,2-dihydro-1,6-naphthyridin-3-yl)-2,4-difluorophenyl)carbamate (86 mg, 88% yield). 1H NMR (400 MHz, DM...